From a dataset of the Open Reaction Database (ORD), a public repository of structured organic reaction records. describe an organic reaction: reactants, conditions, products, and yield Reaction SMILES: [CH3:1][c:2]1[cH:3][c:4]([S:8][c:9]2[cH:10][cH:11][c:12]([S:15](=[O:16])(=[O:17])[NH:18][CH:19]([CH:20]([CH3:21])[CH3:22])[C:23](=[O:24])[OH:25])[cH:13][cH:14]2)[cH:5][cH:6][cH:7]1.[Cl:27][CH2:28][CH2:29][N:30]1[CH2:31][CH2:32][O:33][CH2:34][CH2:35]1.[ClH:26].[K+:36].[K+:37].[O-:38][C:39]([O-:40])=[O:41].[O:42]=[CH:43][N:44]([CH3:45])[CH3:46]>>[CH3:1][c:2]1[cH:3][c:4]([S:8][c:9]2[cH:10][cH:11][c:12]([S:15](=[O:16])(=[O:17])[N:18]([CH:19]([CH:20]([CH3:21])[CH3:22])[C:23](=[O:24])[OH:25])[CH2:28][CH2:29][N:30]3[CH2:31][CH2:32][O:33][CH2:34][CH2:35]3)[cH:13][cH:14]2)[cH:5][cH:6][cH:7]1. Starting materials: Cc1cccc(Sc2ccc(S(=O)(=O)NC(C(=O)O)C(C)C)cc2)c1, ClCCN1CCOCC1, Cl, [K+], [K+], O=C([O-])[O-], CN(C)C=O. The product is Cc1cccc(Sc2ccc(S(=O)(=O)N(CCN3CCOCC3)C(C(=O)O)C(C)C)cc2)c1. Starting materials: CS(=O)(=O)O (Methanesulfonic acid), C(C)(C)OC1CN(CCC1(OC)OC)C(=O)OC(C)(C)C (tert-Butyl 3-isopropoxy-4,4-dimethoxypiperidine-1-carboxylate), C([O-])(O)=O.[Na+] (sodium bicarbonate). Solvent: CC(=O)C (acetone). Reaction conditions: time 8 hour. Product: C(C)(C)OC1CN(CCC1=O)C(=O)OC(C)(C)C (tert-Butyl 3-isopropoxy-4-oxopiperidine-1-carboxylate). Isolated yield 52.8%. As a reaction SMILES: CS(O)(=O)=O.[CH:6]([O:9][CH:10]1[C:15](OC)([O:16]C)[CH2:14][CH2:13][N:12]([C:20]([O:22][C:23]([CH3:26])([CH3:25])[CH3:24])=[O:21])[CH2:11]1)([CH3:8])[CH3:7].C(=O)(O)[O-].[Na+]>CC(C)=O>[CH:6]([O:9][CH:10]1[C:15](=[O:16])[CH2:14][CH2:13][N:12]([C:20]([O:22][C:23]([CH3:25])([CH3:24])[CH3:26])=[O:21])[CH2:11]1)([CH3:8])[CH3:7] |f:2.3|. Reported procedure: Methanesulfonic acid (0.8 mL) was added to a solution of tert-butyl 3-isopropoxy-4,4-dimethoxypiperidine-1-carboxylate obtained in Example (147b) (248 mg, 0.817 mmol) in acetone (3 mL). The mixture was stirred at room temperature overnight and further stirred at 50° C. for 35 minutes. Following cooling, saturated aqueous sodium bicarbonate solution was added to the reaction solution, and the organic substance was extracted with ethyl acetate. The organic layer was dried over magnesium sulfate, a... Run in CN(C=O)C (dimethyl formamide). Procedure details: A mixture consisting of 4.5 gm of 6,11-dihyrdo-2,6-dimethyl-5H-pyrido[2,3-b][1,5]benzodiazepin-5-one, 60 ml of dimethyl formamide and 1.27 gm of 50% sodium hydride in mineral oil was stirred at 90° C. for 1 hour. Thereafter, 4.6 gm of 3-diisopropylamino-propyl chloride were added dropwise and the mixture was stirred at 120° C. for 2 hours. The reaction solution was then evaporated in vacuo, and the residue was dissolved in a mixture of ether and dilute ammonia. The organic phase was separated, d... Product: C(C)(C)N(CCCN1C2=C(C(N(C3=C1C=CC=C3)C)=O)C=CC(=N2)C)C(C)C (6,11-Dihydro-11-(3-diisopropylamino-propyl)-2,6-dimethyl-5H-pyrido[2,3-b][1,5]benzodiazepin-5-one). Reactants: CC=1C=CC2=C(NC3=C(N(C2=O)C)C=CC=C3)N1 (6,11-dihyrdo-2,6-dimethyl-5H-pyrido[2,3-b][1,5]benzodiazepin-5-one), [H-].[Na+] (sodium hydride), C(C)(C)N(CCCCl)C(C)C (3-diisopropylamino-propyl chloride). As a reaction SMILES: [CH3:1][C:2]1[CH:3]=[CH:4][C:5]2[C:11](=[O:12])[N:10]([CH3:13])[C:9]3[CH:14]=[CH:15][CH:16]=[CH:17][C:8]=3[NH:7][C:6]=2[N:18]=1.[H-].[Na+].[CH:21]([N:24]([CH:29]([CH3:31])[CH3:30])[CH2:25][CH2:26][CH2:27]Cl)([CH3:23])[CH3:22]>CN(C)C=O>[CH:21]([N:24]([CH:29]([CH3:31])[CH3:30])[CH2:25][CH2:26][CH2:27][N:7]1[C:8]2[CH:17]=[CH:16][CH:15]=[CH:14][C:9]=2[N:10]([CH3:13])[C:11](=[O:12])[C:5]2[CH:4]=[CH:3][C:2]([CH3:1])=[N:18][C:6]1=2)([CH3:23])[CH3:22] |f:1.2|. Reaction conditions: temperature 90 celsius, time 1 hour. Starting materials: BrC1=C(C=C(C(=O)O)C=C1)O (4-bromo-3-hydroxybenzoic acid), O1CCCC=C1 (3,4-dihydro-2H-pyran), CC1=CC=C(C=C1)S(=O)(=O)[O-].C1=CC=[NH+]C=C1 (PPTS). Solvent: C(Cl)Cl (DCM). The product is BrC1=C(C=C(C(=O)O)C=C1)OC1OCCCC1.BrC1=C(C=C(C(=O)O)C=C1)OC1OCCCC1 (4-Bromo-3-(tetrahydro-2H-pyran-2-yloxy)benzoic acid 4-bromo-3-(tetrahydro-2H-pyran-2-yloxy)benzoic acid). As a reaction SMILES: [Br:1][C:2]1[CH:10]=[CH:9][C:5]([C:6]([OH:8])=[O:7])=[CH:4][C:3]=1[OH:11].[O:12]1[CH:17]=[CH:16][CH2:15][CH2:14][CH2:13]1.CC1C=CC(S([O-])(=O)=O)=CC=1.C1C=C[NH+]=CC=1>C(Cl)Cl>[Br:1][C:2]1[CH:10]=[CH:9][C:5]([C:6]([OH:8])=[O:7])=[CH:4][C:3]=1[O:11][CH:13]1[CH2:14][CH2:15][CH2:16][CH2:17][O:12]1.[Br:1][C:2]1[CH:10]=[CH:9][C:5]([C:6]([OH:8])=[O:7])=[CH:4][C:3]=1[O:11][CH:13]1[CH2:14][CH2:15][CH2:16][CH2:17][O:12]1 |f:2.3,5.6|. Reported procedure: To solution of 4-bromo-3-hydroxybenzoic acid (available from Combi-Blocks Inc.) (2.50 g, 11.5 mmol) in DCM (100 mL) at 23° C., was added 3,4-dihydro-2H-pyran (available from Aldrich) (2.10 mL, 23.0 mmol) followed by PPTS (0.289 g, 1.15 mmol). The reaction gave a mixture of bis THP protected compound and 26.1. Reactants: COC1=CC=C(C=N1)NC1=NC(=NC=C1C1=NC(=NC(=N1)C)SC)N1CCCCC1 (N-(6-methoxypyridin-3-yl)-5-(4-methyl-6-(methylthio)-1,3,5-triazin-2-yl)-2-(piperidin-1-yl)pyrimidin-4-amine), N (ammonia). Run in O1CCOCC1 (dioxane). Conditions: temperature 100 celsius. Product: COC1=CC=C(C=N1)NC1=NC(=NC=C1C1=NC(=NC(=N1)C)N)N1CCCCC1 (4-(4-(6-methoxypyridin-3-ylamino)-2-(piperidin-1-yl)pyrimidin-5-yl)-6-methyl-1,3,5-triazin-2-amine). The yield is 88.0%. RXN SMILES: [CH3:1][O:2][C:3]1[N:8]=[CH:7][C:6]([NH:9][C:10]2[C:15]([C:16]3[N:21]=[C:20]([CH3:22])[N:19]=[C:18](SC)[N:17]=3)=[CH:14][N:13]=[C:12]([N:25]3[CH2:30][CH2:29][CH2:28][CH2:27][CH2:26]3)[N:11]=2)=[CH:5][CH:4]=1.[NH3:31]>O1CCOCC1>[CH3:1][O:2][C:3]1[N:8]=[CH:7][C:6]([NH:9][C:10]2[C:15]([C:16]3[N:21]=[C:20]([CH3:22])[N:19]=[C:18]([NH2:31])[N:17]=3)=[CH:14][N:13]=[C:12]([N:25]3[CH2:30][CH2:29][CH2:28][CH2:27][CH2:26]3)[N:11]=2)=[CH:5][CH:4]=1. Procedure: A glass microwave reaction vessel was charged with N-(6-methoxypyridin-3-yl)-5-(4-methyl-6-(methylthio)-1,3,5-triazin-2-yl)-2-(piperidin-1-yl)pyrimidin-4-amine (22 mg, 0.052 mmol), ammonia (0.5 mL, 30% in water) and dioxane (2 mL). The reaction mixture was stirred and heated in an oil bath at 100° C. for 23 h. The solvent was removed in vacuo and the residue was purified by silica gel chromatography eluting with EtOAc to give 4-(4-(6-methoxypyridin-3-ylamino)-2-(piperidin-1-yl)pyrimidin-5-yl)-6-... The reactants are BrC(C(=O)C1=C(C=C(C=C1)OC)C)C (2-bromo-1-(4-methoxy-2-methyl-phenyl)-propan-1-one), BrC(C(=O)C1=C(C=C(C=C1)OC)C)C (2-bromo-1-(4-methoxy-2-methyl-phenyl)-propan-1-one), CC1=NN(C(=N1)C)C1=C(NN=C1C)O (4-(3,5-dimethyl-[1,2,4]triazol-1-yl)-5-methyl-2H-pyrazol-3-ol), CC1=NN(C(=N1)C)C1=C(NN=C1C)O (4-(3,5-dimethyl-[1,2,4]triazol-1-yl)-5-methyl-2H-pyrazol-3-ol), C(=O)([O-])[O-].[Cs+].[Cs+] (Cs2CO3). The solvent is CN(C)C=O (DMF), CN(C)C=O (DMF). Reaction conditions: temperature 50 celsius, time 30 minute. The product is CC1=NN(C(=N1)C)C1=C(NN=C1C)OC(C(=O)C1=C(C=C(C=C1)OC)C)C (2-[4-(3,5-Dimethyl-[1,2,4]triazol-1-yl)-5-methyl-2H-pyrazol-3-yloxy]-1-(4-methoxy-2-methyl-phenyl)-propan-1-one). As a reaction SMILES: [CH3:1][C:2]1[N:6]=[C:5]([CH3:7])[N:4]([C:8]2[C:12]([CH3:13])=[N:11][NH:10][C:9]=2[OH:14])[N:3]=1.C([O-])([O-])=O.[Cs+].[Cs+].Br[CH:22]([CH3:34])[C:23]([C:25]1[CH:30]=[CH:29][C:28]([O:31][CH3:32])=[CH:27][C:26]=1[CH3:33])=[O:24]>CN(C=O)C>[CH3:1][C:2]1[N:6]=[C:5]([CH3:7])[N:4]([C:8]2[C:12]([CH3:13])=[N:11][NH:10][C:9]=2[O:14][CH:22]([CH3:34])[C:23]([C:25]2[CH:30]=[CH:29][C:28]([O:31][CH3:32])=[CH:27][C:26]=2[CH3:33])=[O:24])[N:3]=1 |f:1.2.3|. Reported procedure: To a stirring solution of 4-(3,5-dimethyl-[1,2,4]triazol-1-yl)-5-methyl-2H-pyrazol-3-ol (1 g, 5.18 mmol) (Intermediate A) in DMF (25 ml) was added Cs2CO3 (1.771 g, 5.43 mmol). The mixture was left to stir at 50° C. for 30 minutes and then treated with of 2-bromo-1-(4-methoxy-2-methyl-phenyl)-propan-1-one (Intermediate B) (1.397 g, 5.43 mmol) in DMF (10 ml). The mixture was stirred at 50° C. for 1 hour and concentrated in vacuo. The residue was dissolved in water (300 ml) and extracted with EtOAc... The reactants are COCC(=O)O (Methoxyacetic acid), C=1C=CC2=C(C1)N=NN2O (HOBt), CCN=C=NCCCN(C)C.Cl (EDC.HCl), CC1=C(CNC(=O)[C@H]2N(CSC2(C)C)C([C@H]([C@H](CC2=CC=CC=C2)NC([C@@H](N)C(C)C)=O)O)=O)C=CC=C1 ((R)-N-(2-methylbenzyl)-3-{(2S,3S)-3-(L-valyl)amino-2-hydroxy-4-phenylbutanoyl}-5,5-dimethyl-1,3-thiazolidine-4carboxamide). Solvent: CN(C)C=O (DMF), C(C)(=O)OCC (ethyl acetate). Conditions: time 8 hour. Product: CC1=C(CNC(=O)[C@H]2N(CSC2(C)C)C([C@H]([C@H](CC2=CC=CC=C2)NC([C@H](C(C)C)NC(COC)=O)=O)O)=O)C=CC=C1 ((R)-N-(2-methylbenzyl)-3-{(2S,3S)-2-hydroxy-3-[(S)-2-(methoxyacetyl)amino-3-methylbutanoyl]amino-4-phenylbutanoyl}-5,5-dimethyl-1,3-thiazolidine-4-carboxamide). RXN SMILES: [CH3:1][O:2][CH2:3][C:4]([OH:6])=O.C1C=CC2N(O)N=NC=2C=1.CCN=C=NCCCN(C)C.Cl.[CH3:29][C:30]1[CH:66]=[CH:65][CH:64]=[CH:63][C:31]=1[CH2:32][NH:33][C:34]([C@@H:36]1[C:40]([CH3:42])([CH3:41])[S:39][CH2:38][N:37]1[C:43](=[O:62])[C@@H:44]([OH:61])[C@@H:45]([NH:53][C:54](=[O:60])[C@H:55]([CH:57]([CH3:59])[CH3:58])[NH2:56])[CH2:46][C:47]1[CH:52]=[CH:51][CH:50]=[CH:49][CH:48]=1)=[O:35]>CN(C=O)C.C(OCC)(=O)C>[CH3:29][C:30]1[CH:66]=[CH:65][CH:64]=[CH:63][C:31]=1[CH2:32][NH:33][C:34]([C@@H:36]1[C:40]([CH3:42])([CH3:41])[S:39][CH2:38][N:37]1[C:43](=[O:62])[C@@H:44]([OH:61])[C@@H:45]([NH:53][C:54](=[O:60])[C@@H:55]([NH:56][C:4](=[O:6])[CH2:3][O:2][CH3:1])[CH:57]([CH3:59])[CH3:58])[CH2:46][C:47]1[CH:48]=[CH:49][CH:50]=[CH:51][CH:52]=1)=[O:35] |f:2.3|. Reported procedure: Methoxyacetic acid (23 μl), HOBt (48 mg), and EDC.HCl (63 mg) were added to a solution of H-Val-Apns-Dmt-NHBzl(2-Me) (162 mg) obtained in the step 2 of Example 8 in DMF (5 ml) and the mixture was stirred overnight. After the addition of ethyl acetate, the reaction mixture was washed with 3% Na2CO3, 1N HCl, and 5% NaCl and dried over MgSO4. After filtration and concentration, the residue was recrystallized from ethyl acetate/n-hexane to obtain the title compound (149 mg).